From a dataset of the Open Reaction Database (ORD), a public repository of structured organic reaction records. describe an organic reaction: reactants, conditions, products, and yield Reactants: NC(=O)COc1ccc(C=O)cc1, FC(F)(F)c1nnc2ccc(N3CCNCC3)nn12. Yields the product NC(=O)COc1ccc(CN2CCN(c3ccc4nnc(C(F)(F)F)n4n3)CC2)cc1. As a reaction SMILES: [CH:20](=[O:21])[c:22]1[cH:23][cH:24][c:25]([O:26][CH2:27][C:28](=[O:29])[NH2:30])[cH:31][cH:32]1.[N:1]1([c:7]2[cH:8][cH:9][c:10]3[n:11]([n:12]2)[c:13]([C:16]([F:17])([F:18])[F:19])[n:14][n:15]3)[CH2:2][CH2:3][NH:4][CH2:5][CH2:6]1>>[N:1]1([c:7]2[cH:8][cH:9][c:10]3[n:11]([n:12]2)[c:13]([C:16]([F:17])([F:18])[F:19])[n:14][n:15]3)[CH2:2][CH2:3][N:4]([CH2:20][c:22]2[cH:23][cH:24][c:25]([O:26][CH2:27][C:28](=[O:29])[NH2:30])[cH:31][cH:32]2)[CH2:5][CH2:6]1. Starting materials: O=C([O-])[O-], CCOC(C)=O, OCc1ccnc(Cl)c1, [K+], [K+], [Na+], [Na+], O=C([O-])[O-], O=C1CCC(=O)N1Br. The product is O=Cc1ccnc(Cl)c1. RXN SMILES: [C:24](=[O:25])([O-:26])[O-:27].[CH3:30][CH2:31][O:32][C:33]([CH3:34])=[O:35].[Cl:1][c:2]1[n:3][cH:4][cH:5][c:6]([CH2:8][OH:9])[cH:7]1.[K+:18].[K+:19].[Na+:28].[Na+:29].[O-:20][C:21]([O-:22])=[O:23].[O:10]=[C:11]1[N:12]([Br:13])[C:14](=[O:15])[CH2:16][CH2:17]1>>[Cl:1][c:2]1[n:3][cH:4][cH:5][c:6]([CH:8]=[O:9])[cH:7]1. Reactants: C(C)(C)(C)[Si](C)(C)OC(C(C)(C)C)CCC1=C(C=C(C=C1)C(CC)(C1=CC(=C(C=C1)C=1OC(=CC1)C=COC)C)CC)C (t-butyl-(1-{2-[4-(1-ethyl-1-{4-[5-(2-methoxy-vinyl)-furan-2-yl]-3-methyl-phenyl}-propyl)-2-methyl-phenyl]-ethyl}-2,2-dimethyl-propoxy)-dimethyl-silane), S([O-])(O)(=O)=O.[K+] (potassium bisulfate), Cl (Hydrochloric acid), P(=O)(O)(O)[O-].[Na+] (Sodium dihydrogenphosphate), Cl[O-].[Na+] (sodium hypochlorite), CC(C)=CC (2-methyl-2-butene), C([O-])(O)=O.[Na+] (sodium bicarbonate), Cl (hydrochloric acid). Run in O1CCCC1 (tetrahydrofuran), C(C)(=O)OCC (ethyl acetate), C(C)(=O)OCC (ethyl acetate), O1CCCC1 (Tetrahydrofuran). Reaction conditions: temperature 65 celsius, time 2 hour. The product is C(C)C(CC)(C1=CC(=C(C=C1)CCC(C(C)(C)C)O)C)C1=CC(=C(C=C1)C1=CC=C(O1)CC(=O)O)C ([5-(4-{1-ethyl-1-[4-(3-hydroxy-4,4-dimethyl-pentyl)-3-methyl-phenyl]-propyl}-2-methyl-phenyl)-furan-2-yl]-acetic Acid). The yield is 7.0%. Reaction SMILES: Cl.C([Si]([O:9][CH:10]([CH2:15][CH2:16][C:17]1[CH:22]=[CH:21][C:20]([C:23]([CH2:42][CH3:43])([C:26]2[CH:31]=[CH:30][C:29]([C:32]3[O:33][C:34]([CH:37]=[CH:38][O:39]C)=[CH:35][CH:36]=3)=[C:28]([CH3:41])[CH:27]=2)[CH2:24][CH3:25])=[CH:19][C:18]=1[CH3:44])[C:11]([CH3:14])([CH3:13])[CH3:12])(C)C)(C)(C)C.C(=O)(O)[O-:46].[Na+].P([O-])(O)(O)=O.[Na+].Cl[O-].[Na+].CC(=CC)C.S(=O)(=O)(O)[O-].[K+]>O1CCCC1.C(OCC)(=O)C>[CH2:42]([C:23]([C:26]1[CH:31]=[CH:30][C:29]([C:32]2[O:33][C:34]([CH2:37][C:38]([OH:46])=[O:39])=[CH:35][CH:36]=2)=[C:28]([CH3:41])[CH:27]=1)([C:20]1[CH:21]=[CH:22][C:17]([CH2:16][CH2:15][CH:10]([OH:9])[C:11]([CH3:13])([CH3:12])[CH3:14])=[C:18]([CH3:44])[CH:19]=1)[CH2:24][CH3:25])[CH3:43] |f:2.3,4.5,6.7,9.10|. Procedure details: 2 N Hydrochloric acid aqueous solution (0.2 mL) was added to a solution of t-butyl-(1-{2-[4-(1-ethyl-1-{4-[5-(2-methoxy-vinyl)-furan-2-yl]-3-methyl-phenyl}-propyl)-2-methyl-phenyl]-ethyl}-2,2-dimethyl-propoxy)-dimethyl-silane (Example 4-(1); 20 mg, 0.033 mmol) in tetrahydrofuran (0.5 mL) at room temperature, and the mixture was stirred at 65° C. for two hours. Tetrahydrofuran (0.3 mL) and 4 N hydrochloric acid aqueous solution (0.2 mL) were further added to the mixture at room temperature, and t... Reactants: Cc1cc2c(s1)Nc1ccccc1N=C2N, Cc1ccccc1, CS(C)=O, CCOC(C)=O, CC(=O)O, O, c1ccc2c(CCC3CNCCN3)cccc2c1. Product: Cc1cc2c(s1)Nc1ccccc1N=C2N1CCNC(CCc2cccc3ccccc23)C1. As a reaction SMILES: [CH3:19][c:20]1[cH:21][c:22]2[c:28]([s:29]1)[NH:27][c:26]1[c:25]([cH:33][cH:32][cH:31][cH:30]1)[N:24]=[C:23]2[NH2:34].[CH3:35][c:36]1[cH:37][cH:38][cH:39][cH:40][cH:41]1.[CH3:42][S:43]([CH3:44])=[O:45].[CH3:46][CH2:47][O:48][C:49](=[O:50])[CH3:51].[CH3:53][C:54](=[O:55])[OH:56].[OH2:52].[c:1]1([CH2:11][CH2:12][CH:13]2[NH:14][CH2:15][CH2:16][NH:17][CH2:18]2)[cH:2][cH:3][cH:4][c:5]2[cH:6][cH:7][cH:8][cH:9][c:10]12>>[c:1]1([CH2:11][CH2:12][CH:13]2[NH:14][CH2:15][CH2:16][N:17]([C:23]3=[N:24][c:25]4[c:26]([cH:30][cH:31][cH:32][cH:33]4)[NH:27][c:28]4[c:22]3[cH:21][c:20]([CH3:19])[s:29]4)[CH2:18]2)[cH:2][cH:3][cH:4][c:5]2[cH:6][cH:7][cH:8][cH:9][c:10]12. The reactants are COC(=O)C=1C(=CC=C(C1)C(N)=S)C1=C(C=CC=C1)[N+](=O)[O-] (2′-nitro-4-thiocarbamoyl-biphenyl-2-carboxylic acid methyl ester), COC(=O)C=1C(=CC=C(C1)C(N)=S)C1=C(C=CC=C1)[N+](=O)[O-] (2′-nitro-4-thiocarbamoyl-biphenyl-2-carboxylic acid methyl ester), BrCC(=O)C1=C(C=C(C=C1)Cl)Cl (2-bromo-2′,4′-dichloroacetophenone). The product is ClC1=C(C=CC(=C1)Cl)C=1N=C(SC1)C=1C=C(C(=CC1)C1=C(C=CC=C1)[N+](=O)[O-])C(=O)O (4-[4-(2,4-Dichloro-phenyl)-thiazol-2-yl]-2′-nitro-biphenyl-2-carboxylic acid). The yield is 8.0%. RXN SMILES: C[O:2][C:3]([C:5]1[C:6]([C:14]2[CH:19]=[CH:18][CH:17]=[CH:16][C:15]=2[N+:20]([O-:22])=[O:21])=[CH:7][CH:8]=[C:9]([C:11](=[S:13])[NH2:12])[CH:10]=1)=[O:4].Br[CH2:24][C:25]([C:27]1[CH:32]=[CH:31][C:30]([Cl:33])=[CH:29][C:28]=1[Cl:34])=O>>[Cl:34][C:28]1[CH:29]=[C:30]([Cl:33])[CH:31]=[CH:32][C:27]=1[C:25]1[N:12]=[C:11]([C:9]2[CH:10]=[C:5]([C:3]([OH:2])=[O:4])[C:6]([C:14]3[CH:19]=[CH:18][CH:17]=[CH:16][C:15]=3[N+:20]([O-:22])=[O:21])=[CH:7][CH:8]=2)[S:13][CH:24]=1. Procedure details: 4-[4-(2,4-Dichloro-phenyl)-thiazol-2-yl]-2′-nitro-biphenyl-2-carboxylic acid (24 mg, 8%) was prepared from 2′-nitro-4-thiocarbamoyl-biphenyl-2-carboxylic acid methyl ester (which may be prepared as described for Intermediate 4) and 2-bromo-2′,4′-dichloroacetophenone (available from Oakwood Products, Inc.) using the procedure described for the preparation of Example 1. 1H NMR (300 MHz, DMSO-d6) δ 13.16 (s, 1H), 8.55 (d, J=1.4 Hz, 1H), 8.29 (s, 1H), 8.23 (d, J=8.0 Hz, 1H), 8.14 (d, J=7.9 Hz, 1H), ...